Dataset: the Open Reaction Database (ORD), a public repository of structured organic reaction records. Task: describe an organic reaction: reactants, conditions, products, and yield Starting materials: CC(=O)O[BH-](OC(C)=O)OC(C)=O, ClCCCl, O=Cc1ccc(F)cc1, COCCOCOc1cc(N)ccc1C#N, [Na+], [Na+], [OH-]. Yields the product COCCOCOc1cc(NCc2ccc(F)cc2)ccc1C#N. As a reaction SMILES: [C:26]([O:27][BH-:28]([O:29][C:30](=[O:31])[CH3:32])[O:33][C:34](=[O:35])[CH3:36])(=[O:37])[CH3:38].[Cl:42][CH2:43][CH2:44][Cl:45].[F:17][c:18]1[cH:19][cH:20][c:21]([CH:22]=[O:23])[cH:24][cH:25]1.[NH2:1][c:2]1[cH:3][c:4]([O:10][CH2:11][O:12][CH2:13][CH2:14][O:15][CH3:16])[c:5]([C:6]#[N:7])[cH:8][cH:9]1.[Na+:39].[Na+:41].[OH-:40]>>[NH:1]([c:2]1[cH:3][c:4]([O:10][CH2:11][O:12][CH2:13][CH2:14][O:15][CH3:16])[c:5]([C:6]#[N:7])[cH:8][cH:9]1)[CH2:22][c:21]1[cH:20][cH:19][c:18]([F:17])[cH:25][cH:24]1. Starting materials: FC(C=1C=C(C(=O)N2C(CC(CC2)N2CCNCC2)CC2=CC=CC=C2)C=C(C1)C(F)(F)F)(F)F ((±)-1-[3,5-bis(trifluoromethyl) benzoyl]-2-(phenylmethyl)-4-(1-piperazinyl)piperidine), O1C(C1)C1=CC=CC=C1 (1,2-epoxyethylbenzene). The solvent is CO (methanol). Run at time 1 hour. The product is FC(C=1C=C(C(=O)N2[C@H](C[C@H](CC2)N2CCN(CC2)CC(C2=CC=CC=C2)O)CC2=CC=CC=C2)C=C(C1)C(F)(F)F)(F)F ((±)-cis-1-[3,5-bis(trifluoromethyl)benzoyl]-4-[4-(2-hydroxy-2-phenylethyl)-1piperazinyl]-2-(phenylmethyl) piperidine). Yield: 7.4%. As a reaction SMILES: [F:1][C:2]([F:35])([F:34])[C:3]1[CH:4]=[C:5]([CH:27]=[C:28]([C:30]([F:33])([F:32])[F:31])[CH:29]=1)[C:6]([N:8]1[CH2:13][CH2:12][CH:11]([N:14]2[CH2:19][CH2:18][NH:17][CH2:16][CH2:15]2)[CH2:10][CH:9]1[CH2:20][C:21]1[CH:26]=[CH:25][CH:24]=[CH:23][CH:22]=1)=[O:7].[O:36]1[CH2:38][CH:37]1[C:39]1[CH:44]=[CH:43][CH:42]=[CH:41][CH:40]=1>CO>[F:35][C:2]([F:34])([F:1])[C:3]1[CH:4]=[C:5]([CH:27]=[C:28]([C:30]([F:33])([F:31])[F:32])[CH:29]=1)[C:6]([N:8]1[CH2:13][CH2:12][C@H:11]([N:14]2[CH2:15][CH2:16][N:17]([CH2:38][CH:37]([OH:36])[C:39]3[CH:44]=[CH:43][CH:42]=[CH:41][CH:40]=3)[CH2:18][CH2:19]2)[CH2:10][C@@H:9]1[CH2:20][C:21]1[CH:26]=[CH:25][CH:24]=[CH:23][CH:22]=1)=[O:7]. Procedure: A mixture of compound 15 (0.005 mol) and 1,2-epoxyethylbenzene (0.006 mol) in methanol (50 ml) was stirred at RT for 1 hour. The mixture was stirred and refluxed for 3 hours. The solvent was evaporated and the residue was purified over silica gel on a glass filter (eluent: CH2Cl2/CH3OH 100/0, 99/1 and 98/2). The pure fractions were collected and the solvent was evaporated. The residue was purified by HPLC over silica gel (eluent: CH2Cl2/CH3OH 98/2 to 95/5). Two pure fractions were collected and ... Reactants: Cl, Cl, [H][H], NCC(=O)CCC(=O)O, N, [Na], O, O=[N+]([O-])O. Product: NCC(=O)CCC(=O)O, O=[N+]([O-])O. As a reaction SMILES: [ClH:4].[ClH:5].[H:2][H:3].[NH2:6][CH2:7][C:8]([CH2:9][CH2:10][C:11](=[O:12])[OH:13])=[O:14].[NH3:15].[Na:1].[OH2:20].[OH:16][N+:17]([O-:18])=[O:19]>>[NH2:6][CH2:7][C:8]([CH2:9][CH2:10][C:11](=[O:12])[OH:13])=[O:14].[O:16]=[N+:17]([OH:18])[O-:19]. Reactants: P(=O)(Br)(Br)Br (Phosphorus oxybromide), NC1=NC2=CC=C(C=C2C(=C1)O)Cl (2-Amino-6-chloro-4-hydroxyquinoline), P(Br)(Br)Br (phosphorus tribromide), [OH-].[Na+] (sodium hydroxide). The solvent is ice water. Run at temperature 150 celsius, time 16 hour. Yields the product BrC1=CC(=NC2=CC=C(C=C12)Cl)N (4-Bromo-6-chloro-quinolin-2-ylamine), solid. Yield: 98.0%. RXN SMILES: [NH2:1][C:2]1[CH:11]=[C:10](O)[C:9]2[C:4](=[CH:5][CH:6]=[C:7]([Cl:13])[CH:8]=2)[N:3]=1.P(Br)(Br)[Br:15].P(Br)(Br)(Br)=O.[OH-].[Na+]>>[Br:15][C:10]1[C:9]2[C:4](=[CH:5][CH:6]=[C:7]([Cl:13])[CH:8]=2)[N:3]=[C:2]([NH2:1])[CH:11]=1 |f:3.4|. Procedure details: 2-Amino-6-chloro-4-hydroxyquinoline (CAS 64319-84-2, 6.0 g, 31 mmol) were added portionswise to phosphorus tribromide (25 g, 92 mmol). Phosphorus oxybromide (10 g, 37 mmol) were added and the mixture was stirred at 150° C. for 16 h. The mixture was poured into 300 mL ice water and the pH was adjusted to 11 by addition of 32% sodium hydroxide solution. The solid was filtered off and washed with water and cyclohexane. 4-Bromo-6-chloro-quinolin-2-ylamine was obtained as a yellow solid (7.8 g, 98%),... Reactants: FC=1C=CC(=C(C1)O)[N+](=O)[O-] (5-fluoro-2-nitrophenol), CC(C)(C)[O-].[K+] (t-BuOK), C1(=CC=CC=C1)NC1=CC=CC=C1 (diphenylamine). Run in CN1C(N(CC1)C)=O (1,3-dimethyl-2-imidazolidinone). Yields the product COC1=C(C=CC(=C1)F)[N+](=O)[O-] (2-methoxy-4-fluoronitrobenzene). RXN SMILES: [C:1]1(NC2C=CC=CC=2)C=CC=CC=1.CC([O-])(C)C.[K+].[F:20][C:21]1[CH:22]=[CH:23][C:24]([N+:28]([O-:30])=[O:29])=[C:25]([OH:27])[CH:26]=1>CN1CCN(C)C1=O>[CH3:1][O:27][C:25]1[CH:26]=[C:21]([F:20])[CH:22]=[CH:23][C:24]=1[N+:28]([O-:30])=[O:29] |f:1.2|. Procedure: 5.4 g (32.1 mmol) of diphenylamine was dissolved in 50 ml of 1,3-dimethyl-2-imidazolidinone (DMI) and stirred under cooling in an ice-bath. Next, 3.6 g (32.1 mmol) of t-BuOK was added thereto. Subsequently, 5.0 g (29.2 mmol) of 2-methoxy-4-fluoronitrobenzene (obtained by methylation of commercially available 5-fluoro-2-nitrophenol) dissolved in 5 ml of DMI was dropped thereinto. After the completion of the dropping, the ice-bath was taken off and the mixture was allowed to stand at room temperat... The reactants are SCc1ccco1, Clc1ccc(CCC(Cl)Cn2ccnc2)cc1, [H-], [Na+], C1CCOC1. The product is Clc1ccc(CCC(Cn2ccnc2)SCc2ccco2)cc1. RXN SMILES: [CH2:18]([c:19]1[cH:20][cH:21][cH:22][o:23]1)[SH:24].[Cl:1][CH:2]([CH2:3][n:4]1[cH:5][n:6][cH:7][cH:8]1)[CH2:9][CH2:10][c:11]1[cH:12][cH:13][c:14]([Cl:17])[cH:15][cH:16]1.[H-:25].[Na+:26].[O:27]1[CH2:28][CH2:29][CH2:30][CH2:31]1>>[CH:2]([CH2:3][n:4]1[cH:5][n:6][cH:7][cH:8]1)([CH2:9][CH2:10][c:11]1[cH:12][cH:13][c:14]([Cl:17])[cH:15][cH:16]1)[S:24][CH2:18][c:19]1[cH:20][cH:21][cH:22][o:23]1.